From a dataset of the Open Reaction Database (ORD), a public repository of structured organic reaction records. describe an organic reaction: reactants, conditions, products, and yield Reactants: CNCc1cccc(-c2ccc(CC3SC(=O)NC3=O)cc2)c1, [Cl-], O=C(O)C(F)(F)F, O=C(O)c1cccs1. The product is CN(Cc1cccc(-c2ccc(CC3SC(=O)NC3=O)cc2)c1)C(=O)c1cccs1. As a reaction SMILES: [CH3:8][NH:9][CH2:10][c:11]1[cH:12][c:13](-[c:17]2[cH:18][cH:19][c:20]([CH2:23][CH:24]3[C:25](=[O:30])[NH:26][C:27](=[O:29])[S:28]3)[cH:21][cH:22]2)[cH:14][cH:15][cH:16]1.[Cl-:31].[F:1][C:2]([F:3])([F:4])[C:5]([OH:6])=[O:7].[s:32]1[c:33]([C:37](=[O:38])[OH:39])[cH:34][cH:35][cH:36]1>>[CH3:8][N:9]([CH2:10][c:11]1[cH:12][c:13](-[c:17]2[cH:18][cH:19][c:20]([CH2:23][CH:24]3[C:25](=[O:30])[NH:26][C:27](=[O:29])[S:28]3)[cH:21][cH:22]2)[cH:14][cH:15][cH:16]1)[C:37]([c:33]1[s:32][cH:36][cH:35][cH:34]1)=[O:39]. Starting materials: ClC1=C(C(=CC=C1F)OC)[C@@H](C)C1=CNC2=NC=C(C=C21)C=2C(=NN(C2)[C@@H]2CC[C@H](CC2)C(=O)OCC)C (ethyl trans-4-(4-{3-[(1S)-1-(2-chloro-3-fluoro-6-methoxyphenyl)ethyl]-1H-pyrrolo[2,3-b]pyridin-5-yl}-3-methyl-1H-pyrazol-1-yl)cyclohexanecarboxylate), CO (MeOH), [OH-].[Li+] (lithium hydroxide), O (H2O). Conditions: time 2 hour. The product is ClC1=C(C(=CC=C1F)OC)[C@@H](C)C1=CNC2=NC=C(C=C21)C=2C(=NN(C2)[C@@H]2CC[C@H](CC2)C(=O)O)C (trans-4-(4-{3-[(1S)-1-(2-Chloro-3-fluoro-6-methoxyphenyl)ethyl]-1H-pyrrolo[2,3-b]pyridin-5-yl}-3-methyl-1H-pyrazol-1-yl)cyclohexanecarboxylic acid). RXN SMILES: [Cl:1][C:2]1[C:7]([F:8])=[CH:6][CH:5]=[C:4]([O:9][CH3:10])[C:3]=1[C@H:11]([C:13]1[C:21]2[C:16](=[N:17][CH:18]=[C:19]([C:22]3[C:23]([CH3:38])=[N:24][N:25]([C@H:27]4[CH2:32][CH2:31][C@H:30]([C:33]([O:35]CC)=[O:34])[CH2:29][CH2:28]4)[CH:26]=3)[CH:20]=2)[NH:15][CH:14]=1)[CH3:12].CO.[OH-].[Li+].O>>[Cl:1][C:2]1[C:7]([F:8])=[CH:6][CH:5]=[C:4]([O:9][CH3:10])[C:3]=1[C@H:11]([C:13]1[C:21]2[C:16](=[N:17][CH:18]=[C:19]([C:22]3[C:23]([CH3:38])=[N:24][N:25]([C@H:27]4[CH2:32][CH2:31][C@H:30]([C:33]([OH:35])=[O:34])[CH2:29][CH2:28]4)[CH:26]=3)[CH:20]=2)[NH:15][CH:14]=1)[CH3:12] |f:2.3|. Procedure details: To a solution of ethyl trans-4-(4-{3-[(1S)-1-(2-chloro-3-fluoro-6-methoxyphenyl)ethyl]-1H-pyrrolo[2,3-b]pyridin-5-yl}-3-methyl-1H-pyrazol-1-yl)cyclohexanecarboxylate (20.0 mg, 0.0371 mmol) in MeOH (3 mL, 70 mmol) was added lithium hydroxide (4.44 mg, 0.186 mmol) and H2O (1 mL, 60 mmol). The mixture was stirred at rt for 2 h. The organic solvent was removed in vacuo, and the material was extracted with DCM and water (pH=2). The organic layer was concentrated in vacuo to afford the title compound ... Yields the product Cc1cccc2sc(-c3ccc(C(F)(F)F)cc3)nc12. RXN SMILES: [Br:1][c:2]1[s:3][c:4]2[c:5]([n:6]1)[c:7]([CH3:11])[cH:8][cH:9][cH:10]2.[CH3:31][O:32][CH2:33][CH2:34][O:35][CH3:36].[CH3:37][CH2:38][OH:39].[F:12][C:13]([c:14]1[cH:15][cH:16][c:17]([B:20]([OH:21])[OH:22])[cH:18][cH:19]1)([F:23])[F:24].[Na+:25].[Na+:26].[O-:27][C:28](=[O:29])[O-:30].[cH:40]1[cH:41][cH:42][c:43]([P:44]([Pd:45]([P:46]([c:47]2[cH:48][cH:49][cH:50][cH:51][cH:52]2)([c:53]2[cH:54][cH:55][cH:56][cH:57][cH:58]2)[c:59]2[cH:60][cH:61][cH:62][cH:63][cH:64]2)([P:65]([c:66]2[cH:67][cH:68][cH:69][cH:70][cH:71]2)([c:72]2[cH:73][cH:74][cH:75][cH:76][cH:77]2)[c:78]2[cH:79][cH:80][cH:81][cH:82][cH:83]2)[P:84]([c:85]2[cH:86][cH:87][cH:88][cH:89][cH:90]2)([c:91]2[cH:92][cH:93][cH:94][cH:95][cH:96]2)[c:97]2[cH:98][cH:99][cH:100][cH:101][cH:102]2)([c:103]2[cH:104][cH:105][cH:106][cH:107][cH:108]2)[c:109]2[cH:110][cH:111][cH:112][cH:113][cH:114]2)[cH:115][cH:116]1>>[c:2]1(-[c:17]2[cH:16][cH:15][c:14]([C:13]([F:12])([F:23])[F:24])[cH:19][cH:18]2)[s:3][c:4]2[c:5]([n:6]1)[c:7]([CH3:11])[cH:8][cH:9][cH:10]2. Reactants: Cc1cccc2sc(Br)nc12, COCCOC, CCO, OB(O)c1ccc(C(F)(F)F)cc1, [Na+], [Na+], O=C([O-])[O-], c1ccc(P(c2ccccc2)(c2ccccc2)[Pd](P(c2ccccc2)(c2ccccc2)c2ccccc2)(P(c2ccccc2)(c2ccccc2)c2ccccc2)P(c2ccccc2)(c2ccccc2)c2ccccc2)cc1. Reactants: ClC1=NC2=CC=CC=C2C(=N1)N(C)C ((2-chloro-quinazolin-4-yl)-dimethyl-amine), C(C1=CC=CC=C1)N1CC(CC1)N (1-Benzyl-pyrrolidin-3-ylamine), C(=O)(O)[O-].[Na+] (NaHCO3). The solvent is C(CCC)O (BuOH). Yields the product C(C1=CC=CC=C1)N1CC(CC1)NC1=NC2=CC=CC=C2C(=N1)N(C)C (N2-(1-benzyl-pyrrolidin-3-yl)-N4,N4-dimethyl-quinazoline-2,4-diamine). Yield: 33.6%. RXN SMILES: Cl[C:2]1[N:11]=[C:10]([N:12]([CH3:14])[CH3:13])[C:9]2[C:4](=[CH:5][CH:6]=[CH:7][CH:8]=2)[N:3]=1.[CH2:15]([N:22]1[CH2:26][CH2:25][CH:24]([NH2:27])[CH2:23]1)[C:16]1[CH:21]=[CH:20][CH:19]=[CH:18][CH:17]=1.C([O-])(O)=O.[Na+]>C(O)CCC>[CH2:15]([N:22]1[CH2:26][CH2:25][CH:24]([NH:27][C:2]2[N:11]=[C:10]([N:12]([CH3:14])[CH3:13])[C:9]3[C:4](=[CH:5][CH:6]=[CH:7][CH:8]=3)[N:3]=2)[CH2:23]1)[C:16]1[CH:17]=[CH:18][CH:19]=[CH:20][CH:21]=1 |f:2.3|. Procedure details: A mixture of (2-chloro-quinazolin-4-yl)-dimethyl-amine obtained in step B of example 1 (5.1 g, 28.9 mmol) and 1-Benzyl-pyrrolidin-3-ylamine (5.1 g, 28.9 mmol) in BuOH (8 mL) was stirred at reflux for 26 hr, poured into saturated aqueous NaHCO3, and the aqueous layer was extracted with CHCl3 (three times). The combined organic layer was dried over MgSO4, filtered, concentrated, and purified by flash chromatography (NH-silica gel, 10% to 16% EtOAc in hexane) to give N2-(1-benzyl-pyrrolidin-3-yl)-N... Starting materials: NC(CCC(=O)OC)C1=C(C=CC=C1OC)OC (methyl 4-amino-4-(2,6-dimethoxyphenyl)butanoate), C1(=CC=CC=C1)C=1C=C(C=O)C=CN1 (2-phenylisonicotinaldehyde). Yields the product COC1=C(C(=CC=C1)OC)C1CCC(N1CC1=CC(=NC=C1)C1=CC=CC=C1)=O (5-(2,6-dimethoxyphenyl)-1-((2-phenylpyridin-4-yl)methyl)pyrrolidin-2-one). Reaction SMILES: [NH2:1][CH:2]([C:9]1[C:14]([O:15][CH3:16])=[CH:13][CH:12]=[CH:11][C:10]=1[O:17][CH3:18])[CH2:3][CH2:4][C:5]([O:7]C)=O.[C:19]1([C:25]2[CH:26]=[C:27]([CH:30]=[CH:31][N:32]=2)[CH:28]=O)[CH:24]=[CH:23][CH:22]=[CH:21][CH:20]=1>>[CH3:18][O:17][C:10]1[CH:11]=[CH:12][CH:13]=[C:14]([O:15][CH3:16])[C:9]=1[CH:2]1[N:1]([CH2:28][C:27]2[CH:30]=[CH:31][N:32]=[C:25]([C:19]3[CH:20]=[CH:21][CH:22]=[CH:23][CH:24]=3)[CH:26]=2)[C:5](=[O:7])[CH2:4][CH2:3]1. Procedure details: Prepared according to the described general procedure 2 (GP2) by reaction of methyl 4-amino-4-(2,6-dimethoxyphenyl)butanoate with 2-phenylisonicotinaldehyde. Subsequent purification by preparative HPLC afforded the target compound. LC-MS (conditions A): tR=0.61 min.; [M+H]+: 389.16 g/mol. Reactants: BrC=1C=C(C(=O)O)C=CC1C (3-bromo-4-methylbenzoic acid), CC(C)(C#N)N=NC(C)(C)C#N (AIBN), C1CC(=O)N(C1=O)Br (NBS). Solvent: FC(C1=CC=CC=C1)(F)F (trifluorotoluene). Conditions: temperature 90 celsius. Product: BrC=1C=C(C(=O)O)C=CC1CBr (3-bromo-4-(bromomethyl)benzoic acid). Yield: 60.0%. Reaction SMILES: [Br:1][C:2]1[CH:3]=[C:4]([CH:8]=[CH:9][C:10]=1[CH3:11])[C:5]([OH:7])=[O:6].CC(N=NC(C#N)(C)C)(C#N)C.C1C(=O)N([Br:31])C(=O)C1>FC(F)(F)C1C=CC=CC=1>[Br:1][C:2]1[CH:3]=[C:4]([CH:8]=[CH:9][C:10]=1[CH2:11][Br:31])[C:5]([OH:7])=[O:6]. Procedure details: To a solution of 3-bromo-4-methylbenzoic acid (1.0 equiv.) and AIBN (0.05 equiv.) in trifluorotoluene (0.28 M) was added NBS (1.1 equiv.). The mixture was heated at 90° C. overnight. The reaction mixture was partitioned between EtOAc and H2O. The organic layer was washed with NaCl(sat.), dried over MgSO4, filtered, concentrated to yield 3-bromo-4-(bromomethyl)benzoic acid in 60% yield. LC/MS (m/z)=294.8 (MH+), Rt=0.80 min.